Dataset: the Open Reaction Database (ORD), a public repository of structured organic reaction records. Task: describe an organic reaction: reactants, conditions, products, and yield Reactants: c1ccc2c(c1)CCNC2, CCCCO, Cc1nc(C)c(Cl)c(NCc2nccc(N(C)CCCl)c2Cl)n1. The product is Cc1nc(C)c(Cl)c(NCc2nccc(N(C)CCN3CCc4ccccc4C3)c2Cl)n1. As a reaction SMILES: [CH2:24]1[NH:25][CH2:26][CH2:27][c:28]2[cH:29][cH:30][cH:31][cH:32][c:33]21.[CH2:34]([OH:35])[CH2:36][CH2:37][CH3:38].[Cl:1][c:2]1[c:3]([CH2:13][NH:14][c:15]2[n:16][c:17]([CH3:23])[n:18][c:19]([CH3:22])[c:20]2[Cl:21])[n:4][cH:5][cH:6][c:7]1[N:8]([CH3:9])[CH2:10][CH2:11][Cl:12]>>[Cl:1][c:2]1[c:3]([CH2:13][NH:14][c:15]2[n:16][c:17]([CH3:23])[n:18][c:19]([CH3:22])[c:20]2[Cl:21])[n:4][cH:5][cH:6][c:7]1[N:8]([CH3:9])[CH2:10][CH2:11][N:25]1[CH2:24][c:33]2[c:28]([cH:29][cH:30][cH:31][cH:32]2)[CH2:27][CH2:26]1.